From a dataset of the Open Reaction Database (ORD), a public repository of structured organic reaction records. describe an organic reaction: reactants, conditions, products, and yield Reactants: NC=1C(=NC=CC1C)Cl (3-amino-2-chloro-4-methyl-pyridine). Solvent: C(Cl)Cl (methylene chloride). The product is NC=1C(=NC=CC1C1=CC=CC=C1)Cl (3-Amino-2-chloro-4-phenylpyridine). Reaction SMILES: [NH2:1][C:2]1[C:3]([Cl:9])=[N:4][CH:5]=[CH:6][C:7]=1[CH3:8]>C(Cl)Cl>[NH2:1][C:2]1[C:3]([Cl:9])=[N:4][CH:5]=[CH:6][C:7]=1[C:8]1[CH:5]=[CH:6][CH:7]=[CH:2][CH:3]=1. Reported procedure: adjusting the pH of the aqueous phase to between 3.5 and 5 by the addition of a base, and isolating the 3-amino-2-chloro-4-methyl-pyridine so produced by extraction into methylene chloride, followed by evaporation of the methylene chloride. Reactants: CO, COC(=O)Cn1ccccc1=S, [NH4+], [OH-]. The product is NC(=O)Cn1ccccc1=S. Reaction SMILES: [CH3:15][OH:16].[CH3:1][O:2][C:3](=[O:4])[CH2:5][n:6]1[c:7](=[S:12])[cH:8][cH:9][cH:10][cH:11]1.[NH4+:13].[OH-:14]>>[O:2]=[C:3]([CH2:5][n:6]1[c:7](=[S:12])[cH:8][cH:9][cH:10][cH:11]1)[NH2:13]. Starting materials: CC1(C)OC(CCOS(C)(=O)=O)C(C)(C)O1, CN(C)C=O, [N-]=[N+]=[N-], [Na+]. Yields the product CC1(C)OC(CCN=[N+]=[N-])C(C)(C)O1. Reaction SMILES: [CH3:1][C:2]1([CH3:16])[O:3][C:4]([CH3:14])([CH3:15])[CH:5]([CH2:7][CH2:8][O:9][S:10]([CH3:11])(=[O:12])=[O:13])[O:6]1.[CH3:21][N:22]([CH3:23])[CH:24]=[O:25].[N-:17]=[N+:18]=[N-:19].[Na+:20]>>[CH3:1][C:2]1([CH3:16])[O:3][C:4]([CH3:14])([CH3:15])[CH:5]([CH2:7][CH2:8][N:17]=[N+:18]=[N-:19])[O:6]1. Reactants: Cc1ccccc1, O=Cc1ccccc1Cl, NC(=NO)c1ccccc1Cl, Cc1ccc(S(=O)(=O)O)cc1. The product is Clc1ccccc1C1=NOC(c2ccccc2Cl)N1. Reaction SMILES: [CH3:32][c:33]1[cH:34][cH:35][cH:36][cH:37][cH:38]1.[Cl:12][c:13]1[c:14]([CH:15]=[O:16])[cH:17][cH:18][cH:19][cH:20]1.[Cl:1][c:2]1[c:3]([C:4]([NH2:5])=[N:6][OH:7])[cH:8][cH:9][cH:10][cH:11]1.[c:21]1([CH3:22])[cH:23][cH:24][c:25]([S:26]([OH:27])(=[O:28])=[O:29])[cH:30][cH:31]1>>[Cl:1][c:2]1[c:3]([C:4]2=[N:6][O:7][CH:15]([c:14]3[c:13]([Cl:12])[cH:20][cH:19][cH:18][cH:17]3)[NH:5]2)[cH:8][cH:9][cH:10][cH:11]1. Reactants: C1(=CC=CC=C1)C=1N=C(OC1C1=CC=CC=C1)CCCCCCCC(C(=O)OC)C(=O)OC (dimethyl 2-[7-(4,5-diphenyl-2-oxazolyl)heptyl]propanedioate), [OH-].[Na+] (sodium hydroxide), Cl (HCl), solution. Solvent: CO (methanol), O (water), O (water). Conditions: time 10 minute. Yields the product C1(=CC=CC=C1)C=1N=C(OC1C1=CC=CC=C1)CCCCCCCC(C(=O)O)C(=O)O (2-[7-(4,5-diphenyl-2-oxazolyl)heptyl]propanedioic acid). Yield: 103.1%. As a reaction SMILES: [C:1]1([C:7]2[N:8]=[C:9]([CH2:18][CH2:19][CH2:20][CH2:21][CH2:22][CH2:23][CH2:24][CH:25]([C:30]([O:32]C)=[O:31])[C:26]([O:28]C)=[O:27])[O:10][C:11]=2[C:12]2[CH:17]=[CH:16][CH:15]=[CH:14][CH:13]=2)[CH:6]=[CH:5][CH:4]=[CH:3][CH:2]=1.[OH-].[Na+].Cl>O.CO>[C:1]1([C:7]2[N:8]=[C:9]([CH2:18][CH2:19][CH2:20][CH2:21][CH2:22][CH2:23][CH2:24][CH:25]([C:26]([OH:28])=[O:27])[C:30]([OH:32])=[O:31])[O:10][C:11]=2[C:12]2[CH:17]=[CH:16][CH:15]=[CH:14][CH:13]=2)[CH:2]=[CH:3][CH:4]=[CH:5][CH:6]=1 |f:1.2|. Procedure: A mixture of dimethyl 2-[7-(4,5-diphenyl-2-oxazolyl)heptyl]propanedioate (6.00 g, 13 mmol), 5N sodium hydroxide solution (13.4 mL), water (120 mL) and methanol (20 mL) was stirred at room temperature. After 10 minutes, the mixture was heated to reflux for 1 hour before adding water (80 mL,) and 5N NAOH solution (13 mL). After a further 3 hours at reflux, the mixture was cooled, acidified with 2N HCl solution and extracted with diethyl ether. The combined extracts were dried over sodium sulphate ... Starting materials: C(C)(=O)O[BH-](OC(C)=O)OC(C)=O.[Na+] (sodium triacetoxyborohydride), ClC=1C=C(C=CC1OC(C)C)C1=NC(=NO1)C=1C=CC=C2C(=CN(C12)C)CC=O ([7-(5-{3-chloro-4-[(1-methylethyl)oxy]phenyl}-1,2,4-oxadiazol-3-yl)-1-methyl-1H-indol-3-yl]acetaldehyde), N1[C@H](C(=O)O)CCC1 (L-proline), C(C)(=O)O (acetic acid). Run in C(Cl)Cl (DCM). Conditions: temperature 20 celsius, time 3 hour. Yields the product ClC=1C=C(C=CC1OC(C)C)C1=NC(=NO1)C=1C=CC=C2C(=CN(C12)C)CCN1[C@H](C(=O)O)CCC1 (1-{2-[7-(5-{3-chloro-4-[(1-methylethyl)oxy]phenyl}-1,2,4-oxadiazol-3-yl)-1-methyl-1H-indol-3-yl]ethyl}-L-proline). Isolated yield 19.3%. RXN SMILES: [Cl:1][C:2]1[CH:3]=[C:4]([C:12]2[O:16][N:15]=[C:14]([C:17]3[CH:18]=[CH:19][CH:20]=[C:21]4[C:25]=3[N:24]([CH3:26])[CH:23]=[C:22]4[CH2:27][CH:28]=O)[N:13]=2)[CH:5]=[CH:6][C:7]=1[O:8][CH:9]([CH3:11])[CH3:10].[NH:30]1[CH2:37][CH2:36][CH2:35][C@H:31]1[C:32]([OH:34])=[O:33].C(O)(=O)C.C(O[BH-](OC(=O)C)OC(=O)C)(=O)C.[Na+]>C(Cl)Cl>[Cl:1][C:2]1[CH:3]=[C:4]([C:12]2[O:16][N:15]=[C:14]([C:17]3[CH:18]=[CH:19][CH:20]=[C:21]4[C:25]=3[N:24]([CH3:26])[CH:23]=[C:22]4[CH2:27][CH2:28][N:30]3[CH2:37][CH2:36][CH2:35][C@H:31]3[C:32]([OH:34])=[O:33])[N:13]=2)[CH:5]=[CH:6][C:7]=1[O:8][CH:9]([CH3:10])[CH3:11] |f:3.4|. Reported procedure: To a stirred solution of [7-(5-{3-chloro-4-[(1-methylethyl)oxy]phenyl}-1,2,4-oxadiazol-3-yl)-1-methyl-1H-indol-3-yl]acetaldehyde (D88) (50 mg), L-proline (28 mg) and acetic acid (0.1 mL) in DCM (10 mL) stirred at 20° C. was added sodium triacetoxyborohydride (52 mg). The reaction was stirred at 20° C. for 3 h. The mixture was concentrated and the residue was partitioned between ethyl acetate (25 mL) and aqueous HCl (2 M, 25 mL). The organic phase was washed with water (25 mL) and brine (25 mL), ...